Dataset: the Open Reaction Database (ORD), a public repository of structured organic reaction records. Task: describe an organic reaction: reactants, conditions, products, and yield Reactants: O=C1C(CC2=CC(=C(C(=C12)Cl)Cl)OCC(=O)O)(C)C1CCCC1 ((1-oxo-2-cyclopentyl-2-methyl-6,7-dichloro-5-indanyloxy)acetic acid), S(=O)(Cl)Cl (thionyl chloride). The solvent is C1=CC=CC=C1 (benzene). Procedure: A solution of (1-oxo-2-cyclopentyl-2-methyl-6,7-dichloro-5-indanyloxy)acetic acid (3.57 g., 0.01 mole) and thionyl chloride (2.38 g., 0.02 mole) in benzene (50 ml.) is refluxed for 1 hour. The excess thionyl chloride and benzene are evaporated at reduced pressure as is a subsequent 50 ml. portion of benzene affording (1-oxo-2-cyclopentyl-2-methyl-6,7-dichloro-5-indanyloxy)acetyl chloride as a yellow oil which is used in step B without further purification. Product: O=C1C(CC2=CC(=C(C(=C12)Cl)Cl)OCC(=O)Cl)(C)C1CCCC1 ((1-oxo-2-cyclopentyl-2-methyl-6,7-dichloro-5-indanyloxy)acetyl chloride). As a reaction SMILES: [O:1]=[C:2]1[C:10]2[C:5](=[CH:6][C:7]([O:13][CH2:14][C:15](O)=[O:16])=[C:8]([Cl:12])[C:9]=2[Cl:11])[CH2:4][C:3]1([CH:19]1[CH2:23][CH2:22][CH2:21][CH2:20]1)[CH3:18].S(Cl)([Cl:26])=O>C1C=CC=CC=1>[O:1]=[C:2]1[C:10]2[C:5](=[CH:6][C:7]([O:13][CH2:14][C:15]([Cl:26])=[O:16])=[C:8]([Cl:12])[C:9]=2[Cl:11])[CH2:4][C:3]1([CH:19]1[CH2:20][CH2:21][CH2:22][CH2:23]1)[CH3:18].